Dataset: the Open Reaction Database (ORD), a public repository of structured organic reaction records. Task: describe an organic reaction: reactants, conditions, products, and yield Starting materials: [Li+].[OH-] (LiOH), C(C)C1=NC(=CC2=CC(=C(C=C12)OC)OC)O (1-ethyl-6,7-dimethoxyisoquinolin-3-ol), C(C)C1=NC(=CC2=CC(=C(C=C12)OC)OC)O (1-Ethyl-6,7-dimethoxyisoquinolin-3-ol), Cl.N(=[N+]=[N-])C1=NC2=CC=C(C=C2C=C1CCl)OC (2-azido-3-(chloromethyl)-6-methoxyquinoline hydrochloride), Cl.N(=[N+]=[N-])C1=NC2=CC=C(C=C2C=C1CCl)OC (2-Azido-3-(chloromethyl)-6-methoxyquinoline hydrochloride). Run in C1CCOC1 (THF). Run at temperature 160 celsius, time 1.5 hour. The product is N(=[N+]=[N-])C1=NC2=CC=C(C=C2C=C1CC1=C(N=C(C2=CC(=C(C=C12)OC)OC)CC)O)OC (4-((2-azido-6-methoxyquinolin-3-yl)methyl)-1-ethyl-6,7-dimethoxyisoquinolin-3-ol). As a reaction SMILES: [CH2:1]([C:3]1[C:12]2[C:7](=[CH:8][C:9]([O:15][CH3:16])=[C:10]([O:13][CH3:14])[CH:11]=2)[CH:6]=[C:5]([OH:17])[N:4]=1)[CH3:2].Cl.[N:19]([C:22]1[C:31]([CH2:32]Cl)=[CH:30][C:29]2[C:24](=[CH:25][CH:26]=[C:27]([O:34][CH3:35])[CH:28]=2)[N:23]=1)=[N+:20]=[N-:21].[Li+].[OH-]>C1COCC1>[N:19]([C:22]1[C:31]([CH2:32][C:6]2[C:7]3[C:12](=[CH:11][C:10]([O:13][CH3:14])=[C:9]([O:15][CH3:16])[CH:8]=3)[C:3]([CH2:1][CH3:2])=[N:4][C:5]=2[OH:17])=[CH:30][C:29]2[C:24](=[CH:25][CH:26]=[C:27]([O:34][CH3:35])[CH:28]=2)[N:23]=1)=[N+:20]=[N-:21] |f:1.2,3.4|. Procedure: To a solution of 1-ethyl-6,7-dimethoxyisoquinolin-3-ol SLA 28136 (161 mg, 0.69 mmol) in THF (13 mL) in a 20 mL microwave vial equipped with a magnetic stirrer was added 2-azido-3-(chloromethyl)-6-methoxyquinoline hydrochloride SLA 41152 (197 mg, 0.69 mmol) followed by a 2 N aq. LiOH solution (0.69 mL, 1.38 mmol) and the mixture was stirred at 160° C. for 1.5 h under microwave irradiation. After cooling to RT, THF was removed at 40° C. under vacuum and the residue was taken up in CH2Cl2 (50 mL), ... Reactants: CN(C)C=O, Cc1cc(C)n(-c2nc(Nc3ccc(Cl)cc3)c3ncn(C)c3n2)n1, COCCOC(=O)Cl, [H-], [Na+], O. Product: COCCOC(=O)N(c1ccc(Cl)cc1)c1nc(-n2nc(C)cc2C)nc2c1ncn2C. RXN SMILES: [CH3:37][N:38]([CH3:39])[CH:40]=[O:41].[Cl:1][c:2]1[cH:3][cH:4][c:5]([NH:8][c:9]2[c:10]3[n:11][cH:12][n:13]([CH3:25])[c:14]3[n:15][c:16](-[n:18]3[n:19][c:20]([CH3:24])[cH:21][c:22]3[CH3:23])[n:17]2)[cH:6][cH:7]1.[Cl:28][C:29](=[O:30])[O:31][CH2:32][CH2:33][O:34][CH3:35].[H-:26].[Na+:27].[OH2:36]>>[Cl:1][c:2]1[cH:3][cH:4][c:5]([N:8]([c:9]2[c:10]3[n:11][cH:12][n:13]([CH3:25])[c:14]3[n:15][c:16](-[n:18]3[n:19][c:20]([CH3:24])[cH:21][c:22]3[CH3:23])[n:17]2)[C:29](=[O:30])[O:31][CH2:32][CH2:33][O:34][CH3:35])[cH:6][cH:7]1. Reactants: C1CCOC1, CSc1cc(Oc2ccc(N)cc2)ncn1, O=C=Nc1ccc(Cl)c(C(F)(F)F)c1. Product: CSc1cc(Oc2ccc(NC(=O)Nc3ccc(Cl)c(C(F)(F)F)c3)cc2)ncn1. As a reaction SMILES: [CH2:31]1[O:32][CH2:33][CH2:34][CH2:35]1.[CH3:1][S:2][c:3]1[cH:4][c:5]([O:9][c:10]2[cH:11][cH:12][c:13]([NH2:16])[cH:14][cH:15]2)[n:6][cH:7][n:8]1.[Cl:17][c:18]1[c:19]([C:27]([F:28])([F:29])[F:30])[cH:20][c:21]([N:24]=[C:25]=[O:26])[cH:22][cH:23]1>>[CH3:1][S:2][c:3]1[cH:4][c:5]([O:9][c:10]2[cH:11][cH:12][c:13]([NH:16][C:25]([NH:24][c:21]3[cH:20][c:19]([C:27]([F:28])([F:29])[F:30])[c:18]([Cl:17])[cH:23][cH:22]3)=[O:26])[cH:14][cH:15]2)[n:6][cH:7][n:8]1.